From a dataset of the Open Reaction Database (ORD), a public repository of structured organic reaction records. describe an organic reaction: reactants, conditions, products, and yield The reactants are COc1ccc(C2OCC3CC(N4C(=O)c5ccccc5C4=O)CC3O2)cc1, CCO, NN. Product: COc1ccc(C2OCC3CC(N)CC3O2)cc1. As a reaction SMILES: [CH3:1][O:2][c:3]1[cH:4][cH:5][c:6]([CH:9]2[O:10][CH2:11][CH:12]3[CH:13]([O:14]2)[CH2:15][CH:16]([N:18]2[C:19](=[O:20])[c:21]4[c:22]([cH:23][cH:24][cH:25][cH:26]4)[C:27]2=[O:28])[CH2:17]3)[cH:7][cH:8]1.[CH3:31][CH2:32][OH:33].[NH2:29][NH2:30]>>[CH3:1][O:2][c:3]1[cH:4][cH:5][c:6]([CH:9]2[O:10][CH2:11][CH:12]3[CH:13]([O:14]2)[CH2:15][CH:16]([NH2:18])[CH2:17]3)[cH:7][cH:8]1. Starting materials: ClC1=CC=2C(=NC=3CCN(CC3C2Cl)C)C=C1 (8,10-Dichloro-1,2,3,4-tetrahydro-2-methylbenzo[b][1,6]naphthyridine), Cl.NCCCS (3-aminopropanethiol hydrochloride), [OH-].[K+] (potassium hydroxide). The solvent is C(C)O (ethanol). Yields the product NCCCSC1=C2C(=NC=3CCN(CC13)C)C=CC(=C2)Cl (10-(3-Aminopropylthio)-8-chloro-1,2,3,4-tetrahydro-2-methylbenzo[b][1,6]naphthyridine). Yield: 52.9%. As a reaction SMILES: [Cl:1][C:2]1[CH:17]=[CH:16][C:5]2=[N:6][C:7]3[CH2:8][CH2:9][N:10]([CH3:15])[CH2:11][C:12]=3[C:13](Cl)=[C:4]2[CH:3]=1.Cl.[NH2:19][CH2:20][CH2:21][CH2:22][SH:23].[OH-].[K+]>C(O)C>[NH2:19][CH2:20][CH2:21][CH2:22][S:23][C:13]1[C:12]2[CH2:11][N:10]([CH3:15])[CH2:9][CH2:8][C:7]=2[N:6]=[C:5]2[CH:16]=[CH:17][C:2]([Cl:1])=[CH:3][C:4]=12 |f:1.2,3.4|. Procedure details: A solution of 5.0 g (0.0188 mol) of the compound of Example 6, 3.3 g (0.02244 m) of 3-aminopropanethiol hydrochloride, 15 ml of 18.5% aqueous potassium hydroxide (0.05 m) and 30 ml of absolute ethanol is refluxed for one and a half hours. After evaporation of the solution, the residue is dissolved in methylene chloride and extracted with water. Evaporation of the methylene chloride solution gives the free base. Recrystallization of the product from hexane affords the title compound as a crystali... The reactants are COC1=CC=C(N)C=C1 (4-methoxyaniline), Cl (HCl), cuprous oxide, C(C=C)(=O)OC (methyl acrylate). Run in C(C)#N (acetonitrile). The product is ClC(C(=O)OC)CC1=CC=C(C=C1)OC (methyl 2-chloro-3-(4-methoxyphenyl)propionate). Isolated yield 57.3%. Reaction SMILES: [C:1]([O:5][CH3:6])(=[O:4])[CH:2]=[CH2:3].[CH3:7][O:8][C:9]1[CH:15]=[CH:14][C:12](N)=[CH:11][CH:10]=1.[ClH:16]>C(#N)C>[Cl:16][CH:2]([CH2:3][C:12]1[CH:14]=[CH:15][C:9]([O:8][CH3:7])=[CH:10][CH:11]=1)[C:1]([O:5][CH3:6])=[O:4]. Procedure details: Following the general procedure of Example I, 339 mmols of methyl acrylate were reacted with 25 mmols of crude 4-methoxyaniline in 30 mL of acetonitrile and in the presence of 38 mmols of concentrated HCl and 2.5 mmols of cuprous oxide. The process resulted in a 57.3% yield of methyl 2-chloro-3-(4-methoxyphenyl)propionate. The reactants are [H-].[Na+] (Sodium hydride), CS(=O)(=O)C(C(=O)OCC)C (ethyl 2-(methylsulfonyl)propanoate), [I-].[K+] (potassium iodide), BrCCC#C (4-bromobut-1-yne). The solvent is CN(C=O)C (N,N-dimethylformamide), CN(C=O)C (N,N-dimethylformamide). Conditions: time 3 hour. The product is CC(C(=O)OCC)(CCC#C)S(=O)(=O)C (Ethyl 2-methyl-2-(methylsulfonyl)hex-5-ynoate). The yield is 34.8%. Reaction SMILES: [H-].[Na+].[CH3:3][S:4]([CH:7]([CH3:13])[C:8]([O:10][CH2:11][CH3:12])=[O:9])(=[O:6])=[O:5].[I-].[K+].Br[CH2:17][CH2:18][C:19]#[CH:20]>CN(C)C=O>[CH3:13][C:7]([S:4]([CH3:3])(=[O:5])=[O:6])([CH2:20][CH2:19][C:18]#[CH:17])[C:8]([O:10][CH2:11][CH3:12])=[O:9] |f:0.1,3.4|. Procedure: Sodium hydride (60% dispersion in mineral oil, 3.9 g, 17.2 mmol, 1.2 equiv) was added to a solution of ethyl 2-(methylsulfonyl)propanoate (14.8 g, 82.0 mmol, 1.0 equiv) in N,N-dimethylformamide (180 mL) at room temperature. After the evolution of gas subsided (approx. 30 min), a stirred mixture of potassium iodide (2.89 g, 17.2 mmol, 0.2 equiv) and 4-bromobut-1-yne (10.9 g, 82.0 mmol, 1.0 equiv) in N,N-dimethylformamide (20 mL) was added dropwise via cannula (approx. 2 h). After 3 h, the reactio... Starting materials: C1(=CC=CC=C1)[C@H](CCO)O ((S)-1-phenyl-1,3-propanediol), C(C)(=O)OC(C)=O (acetic anhydride), N1=CC=CC=C1 (pyridine). Run in ClCCl (dichloromethane). Run at time 1.5 hour. Yields the product C(C)(=O)OCC[C@@H](C1=CC=CC=C1)O ((S)-3-hydroxy-3-phenylpropyl acetate). Reaction SMILES: [C:1]1([C@@H:7]([OH:11])[CH2:8][CH2:9][OH:10])[CH:6]=[CH:5][CH:4]=[CH:3][CH:2]=1.[C:12](OC(=O)C)(=[O:14])[CH3:13].N1C=CC=CC=1>ClCCl>[C:12]([O:10][CH2:9][CH2:8][C@H:7]([OH:11])[C:1]1[CH:6]=[CH:5][CH:4]=[CH:3][CH:2]=1)(=[O:14])[CH3:13]. Reported procedure: To a solution of (S)-1-phenyl-1,3-propanediol (8.0 g, 52.6 mmol) in dichloromethane (80 ml) were added at 0° C. acetic anhydride (5.5 ml) and pyridine (4.7 ml). The mixture was stirred for 6 hours at the same temperature range and for 1.5 hour at room temperature. The reaction mixture was washed with an aqueous solution of sodium hydrogencarbonate, water and a saturated aqueous saline solution, successively. The solvent was distilled off under reduced pressure. The residue was subjected to a sil... The reactants are CO (methanol), [OH-].[K+] (potassium hydroxide), CC1=CC2=C(C=C1)NC3=CC4=C(C=C3C2=O)NC5=C(C4=O)C=C(C=C5)C (pigment), C=CC1=CC=CC=C1.C(C=C)(=O)O.C(C(=C)C)(=O)OCC1CO1 (styrene acrylic acid glycidyl methacrylate), CC1=CC2=C(C=C1)NC3=CC4=C(C=C3C2=O)NC5=C(C4=O)C=C(C=C5)C (pigment), resultant solution. Solvent: C1=CC=C2C(=C1)C(=O)C3=CC4=C(C=C3N2)C(=O)C5=CC=CC=C5N4 (quinacridone), CS(=O)C (dimethyl sulfoxide), C1=CC=C2C(=C1)C(=O)C3=CC4=C(C=C3N2)C(=O)C5=CC=CC=C5N4 (quinacridone), O (water), O (water). Conditions: temperature 0 celsius. Product: C1=CC=C2C(=C1)C(=O)C3=CC4=C(C=C3N2)C(=O)C5=CC=CC=C5N4.CC1=CC2=C(C=C1)NC3=CC4=C(C=C3C2=O)NC5=C(C4=O)C=C(C=C5)C (quinacridone pigment). As a reaction SMILES: C=CC1C=CC=CC=1.C(O)(=O)C=C.C(OCC1OC1)(=O)C(C)=C.CO.[OH-].[K+].[CH3:28][C:29]1[CH:34]=[CH:33][C:32]2[NH:35][C:36]3[C:41]([C:42](=[O:43])[C:31]=2[CH:30]=1)=[CH:40][C:39]1[NH:44][C:45]2[CH:52]=[CH:51][C:50]([CH3:53])=[CH:49][C:46]=2[C:47](=[O:48])[C:38]=1[CH:37]=3>CS(C)=O.C1C=C2C(C3C(NC2=CC=1)=CC1C(C2C(NC=1C=3)=CC=CC=2)=O)=O.O>[CH:50]1[CH:49]=[C:46]2[C:47]([C:38]3[C:39]([NH:44][C:45]2=[CH:52][CH:51]=1)=[CH:40][C:41]1[C:42]([C:31]2[C:32]([NH:35][C:36]=1[CH:37]=3)=[CH:33][CH:34]=[CH:29][CH:30]=2)=[O:43])=[O:48].[CH3:28][C:29]1[CH:34]=[CH:33][C:32]2[NH:35][C:36]3[C:41]([C:42](=[O:43])[C:31]=2[CH:30]=1)=[CH:40][C:39]1[NH:44][C:45]2[CH:52]=[CH:51][C:50]([CH3:53])=[CH:49][C:46]=2[C:47](=[O:48])[C:38]=1[CH:37]=3 |f:0.1.2,4.5,10.11|. Procedure details: Ten parts of a styrene/acrylic acid/glycidyl methacrylate (7/2/1; molar ratio) terpolymer (molecular weight: 5,000) as a self-crosslinkable compound were dissolved in 80 parts of dimethyl sulfoxide, and 10 parts of a quinacridone pigment (C.I. Pigment Red 122) were suspended in the resultant solution in a flask at 25° C. under an air atmosphere. A 30% methanol solution of potassium hydroxide was then added dropwise little by little to dissolve the quinacridone pigment. After the pigment solution... Starting materials: NC1=NOC(=C1)C=1C(NC2=CC=C(C=C2C1C1=CC=CC=C1)Cl)=O (3-(3-amino-isoxazol-5-yl)-6-chloro-4-phenyl-1H-quinolin-2-one), C(C)(=O)OC(C)=O (acetic anhydride), N1=C(C=CC=C1C)C (2,6-lutidine), C20H14ClN3O3. The reagents and catalysts are CN(C)C=1C=CN=CC1 (DMAP). Solvent: CN(C)C=O (DMF). Run at temperature 50 celsius. Product: ClC=1C=C2C(=C(C(NC2=CC1)=O)C1=CC(=NO1)NC(C)=O)C1=CC=CC=C1 (N-[5-(6-Chloro-2-oxo-4-phenyl-1,2-dihydro-quinolin-3-yl)-isoxazol-3-yl]-acetamide). RXN SMILES: [NH2:1][C:2]1[CH:6]=[C:5]([C:7]2[C:8](=[O:24])[NH:9][C:10]3[C:15]([C:16]=2[C:17]2[CH:22]=[CH:21][CH:20]=[CH:19][CH:18]=2)=[CH:14][C:13]([Cl:23])=[CH:12][CH:11]=3)[O:4][N:3]=1.[C:25](OC(=O)C)(=[O:27])[CH3:26].N1C(C)=CC=CC=1C>CN(C1C=CN=CC=1)C.CN(C=O)C>[Cl:23][C:13]1[CH:14]=[C:15]2[C:10](=[CH:11][CH:12]=1)[NH:9][C:8](=[O:24])[C:7]([C:5]1[O:4][N:3]=[C:2]([NH:1][C:25](=[O:27])[CH3:26])[CH:6]=1)=[C:16]2[C:17]1[CH:22]=[CH:21][CH:20]=[CH:19][CH:18]=1. Procedure details: A flask charged with 3-(3-amino-isoxazol-5-yl)-6-chloro-4-phenyl-1H-quinolin-2-one (example 59)(22 mg, 0.063 mmol), acetic anhydride (9 mg, 0.082 mmol), 2,6-lutidine (11 mg, 0.10 mmol), DMAP (10 mg, 0.082 mmol) and DMF (0.5 mL) was heated at 50° C. for 2 hrs. The reaction was concentrated and the title compound was purified by RP-HPLC, eluting with 40-100% CH3CN in 0.1% TFA/H2O over 30 mins to give 15 mg (60%) the title cpd. 1H NMR (400 MHz, DMSO-d6) δ 12.54 (s, 1H), 10.80 (s, 1H), 7.68 (m, 1H),... Reactants: Cl.N(N)C=1C=CC2=C(C(=CS2)C)C1 (5-hydrazino-3-methylbenzothiophene hydrochloride), [OH-].[Na+] (NaOH), C(Cl)Cl (methylene chloride), CN1CCC(CC1)=O (1-methyl-4-piperidone). The solvent is O (water). Procedure: 15,75 g of 5-hydrazino-3-methylbenzothiophene hydrochloride are suspended in 500 ml of water, a layer of methylene chloride is introduced under the suspension and 10.5 g of 1-methyl-4-piperidone are added at about 0° C. The mixture is then adjusted to pH 9.5 with N NaOH and is stirred for 30 minutes. The organic phase is separated off and washed with saturated NaCl solution, dried and mixed with 500 ml of ethylene glycol and the methylene chloride is distilled off under a vacuum of 12 mm. Some o... Reaction SMILES: Cl.[NH:2]([C:4]1[CH:5]=[CH:6][C:7]2[S:11][CH:10]=[C:9]([CH3:12])[C:8]=2[CH:13]=1)N.C(Cl)Cl.[CH3:17][N:18]1[CH2:23][CH2:22][C:21](=O)[CH2:20][CH2:19]1.[OH-].[Na+]>O>[CH3:12][C:9]1[C:8]2=[C:13]3[C:4](=[CH:5][CH:6]=[C:7]2[S:11][CH:10]=1)[NH:2][C:21]1[CH2:22][CH2:23][N:18]([CH3:17])[CH2:19][C:20]3=1 |f:0.1,4.5|. Reaction conditions: temperature 200 celsius, time 30 minute. The product is CC1=CSC=2C1=C1C3=C(NC1=CC2)CCN(C3)C (1,9-Dimethyl-7,8,9,10-tetrahydrothieno[3,2-e]pyrido[4,3-b]indole). Reactants: CC(C)S(=O)(=O)N[C@H]1CC2=CC=C(C=C2C1)CC=1C=C(C(=O)OC)C=C(C1)C(F)(F)F ((S)-methyl 3-((2-(1-methylethylsulfonamido)-2,3-dihydro-1H-inden-5-yl)methyl)-5-(trifluoromethyl)benzoate), [H-].[Al+3].[Li+].[H-].[H-].[H-] (Lithium aluminium hydride). Solvent: C1CCOC1 (THF), C1CCOC1 (THF). Reaction conditions: temperature 0 celsius, time 1.5 hour. Yields the product OCC=1C=C(CC=2C=C3C[C@H](CC3=CC2)NS(=O)(=O)C(C)C)C=C(C1)C(F)(F)F ((S)-N-(5-(3-(hydroxymethyl)-5-(trifluoromethyl)benzyl)-2,3-dihydro-1H-inden-2-yl) propane-2-sulfonamide). Isolated yield 39.9%. RXN SMILES: [CH3:1][CH:2]([S:4]([NH:7][C@@H:8]1[CH2:16][C:15]2[C:10](=[CH:11][CH:12]=[C:13]([CH2:17][C:18]3[CH:19]=[C:20]([CH:25]=[C:26]([C:28]([F:31])([F:30])[F:29])[CH:27]=3)[C:21](OC)=[O:22])[CH:14]=2)[CH2:9]1)(=[O:6])=[O:5])[CH3:3].[H-].[Al+3].[Li+].[H-].[H-].[H-]>C1COCC1>[OH:22][CH2:21][C:20]1[CH:19]=[C:18]([CH:27]=[C:26]([C:28]([F:31])([F:29])[F:30])[CH:25]=1)[CH2:17][C:13]1[CH:14]=[C:15]2[C:10](=[CH:11][CH:12]=1)[CH2:9][C@H:8]([NH:7][S:4]([CH:2]([CH3:1])[CH3:3])(=[O:6])=[O:5])[CH2:16]2 |f:1.2.3.4.5.6|. Reported procedure: To (S)-methyl 3-((2-(1-methylethylsulfonamido)-2,3-dihydro-1H-inden-5-yl)methyl)-5-(trifluoromethyl)benzoate (0.044 mmol, 20 mg) at 0° C. in THF (1 mL) under an argon atmosphere was added Lithium aluminium hydride in THF (0.044 mmol, 0.044 mL) dropwise. The reaction was left to stir for 1.5 hrs at 0° C. The reaction was quenched with water before the addition of 5N HCl (aq) to adjust the pH to 5. The mixture was filtered through a celite cartridge before washing with EtOAc. The EtOAc layer was w...